Dataset: the Open Reaction Database (ORD), a public repository of structured organic reaction records. Task: describe an organic reaction: reactants, conditions, products, and yield Starting materials: ClC=1C=CC(=C(C(=O)NC2=NC=C(C=C2)C)C1)NCC1CCNCC1 (5-Chloro-N-(5-methylpyridin-2-yl)-2-[(4-piperidinylmethyl)amino]benzamide), S1CCC(CC1)=O (tetrahydrothiopyran-4-one), C(#N)[BH3-].[Na+] (sodium cyanoborohydride), solution. Solvent: CO.C(C)(=O)O (methanol acetic acid), O1CCCC1 (tetrahydrofuran). Conditions: temperature 50 celsius, time 96 hour. The product is ClC=1C=CC(=C(C(=O)NC2=NC=C(C=C2)C)C1)NCC1CCN(CC1)C1CCSCC1 (5-Chloro-N-(5-methylpyridin-2-yl)-2-{[-(tetrahydrothiopyran-4-yl)piperidin-4-yl]methylamino}benzamide). Yield: 40.1%. Reaction SMILES: [Cl:1][C:2]1[CH:3]=[CH:4][C:5]([NH:18][CH2:19][CH:20]2[CH2:25][CH2:24][NH:23][CH2:22][CH2:21]2)=[C:6]([CH:17]=1)[C:7]([NH:9][C:10]1[CH:15]=[CH:14][C:13]([CH3:16])=[CH:12][N:11]=1)=[O:8].[S:26]1[CH2:31][CH2:30][C:29](=O)[CH2:28][CH2:27]1.C([BH3-])#N.[Na+]>CO.C(O)(=O)C.O1CCCC1>[Cl:1][C:2]1[CH:3]=[CH:4][C:5]([NH:18][CH2:19][CH:20]2[CH2:25][CH2:24][N:23]([CH:29]3[CH2:30][CH2:31][S:26][CH2:27][CH2:28]3)[CH2:22][CH2:21]2)=[C:6]([CH:17]=1)[C:7]([NH:9][C:10]1[CH:15]=[CH:14][C:13]([CH3:16])=[CH:12][N:11]=1)=[O:8] |f:2.3,4.5|. Reported procedure: 5-Chloro-N-(5-methylpyridin-2-yl)-2-[(4-piperidinylmethyl)amino]benzamide from Example 99-A (0.45 g, 1.25 mmol) was dissolved in 95:5 methanol-acetic acid (10 mL), followed by addition of tetrahydrothiopyran-4-one (1.46 g, 12.6 mmol) and sodium cyanoborohydride (5.0 mL of a 1 M solution in tetrahydrofuran, 6.0 mmol). After stirring at 50° C. for 96 h, the mixture was concentrated in vacuo; and the residue was directly subjected to silica gel chromatography. Elution with 9:1 dichloromethane-metha... The reactants are product, N[C@H]1[C@@H](C[C@@H]([C@H]([C@@H]1OCC1=CC=CC=C1)OCC1=CC=CC=C1)COCC1=CC=CC=C1)O ((1R,2S,3R,4R,5R)-2-amino-3,4-bis(benzyloxy)-5-((benzyloxy)methyl)cyclohexanol), N[C@@H]1[C@@H](C[C@H]([C@@H]([C@H]1OCC1=CC=CC=C1)OCC1=CC=CC=C1)COCC1=CC=CC=C1)O ((1R,2R,3S,4S,5S)-2-amino-3,4-bis(benzyloxy)-5-((benzyloxy)methyl)cyclohexanol). Product: N[C@@H]1[C@H](C[C@H]([C@@H]([C@H]1OCC1=CC=CC=C1)OCC1=CC=CC=C1)COCC1=CC=CC=C1)O ((1S,2R,3S,4S,5S)-2-Amino-3,4-bis(benzyloxy)-5-((benzyloxy)methyl)cyclohexanol). The yield is 58.0%. Reaction SMILES: [NH2:1][C@@H:2]1[C@@H:7]([O:8][CH2:9][C:10]2[CH:15]=[CH:14][CH:13]=[CH:12][CH:11]=2)[C@H:6]([O:16][CH2:17][C:18]2[CH:23]=[CH:22][CH:21]=[CH:20][CH:19]=2)[C@@H:5]([CH2:24][O:25][CH2:26][C:27]2[CH:32]=[CH:31][CH:30]=[CH:29][CH:28]=2)[CH2:4][C@H:3]1[OH:33].N[C@H]1[C@H](OCC2C=CC=CC=2)[C@@H](OCC2C=CC=CC=2)[C@H](COCC2C=CC=CC=2)C[C@H]1O>>[NH2:1][C@H:2]1[C@H:7]([O:8][CH2:9][C:10]2[CH:11]=[CH:12][CH:13]=[CH:14][CH:15]=2)[C@@H:6]([O:16][CH2:17][C:18]2[CH:19]=[CH:20][CH:21]=[CH:22][CH:23]=2)[C@H:5]([CH2:24][O:25][CH2:26][C:27]2[CH:32]=[CH:31][CH:30]=[CH:29][CH:28]=2)[CH2:4][C@@H:3]1[OH:33]. Procedure: The product of step 1 was an enantiomeric isomer of (1R,2S,3R,4R,5R)-2-amino-3,4-bis(benzyloxy)-5-((benzyloxy)methyl)cyclohexanol described above in Intermediate Example 3, Step 3. It was prepared via a synthetic sequence substantially identical to that described above for Intermediate Example 3 Steps 1-3, starting from the enantiomeric (1R,2R,3S,4S,5S)-2-amino-3,4-bis(benzyloxy)-5-((benzyloxy)methyl)cyclohexanol. The purification conditions for each step reaction were also the same as described... The reactants are O=C(N=C=S)c1ccccc1, CC(C)=O, Cc1ccnc(N)c1, [Na+], [OH-]. The product is Cc1ccnc(NC(N)=S)c1. As a reaction SMILES: [C:9](=[O:10])([c:11]1[cH:12][cH:13][cH:14][cH:15][cH:16]1)[N:17]=[C:18]=[S:19].[CH3:22][C:23](=[O:24])[CH3:25].[NH2:1][c:2]1[n:3][cH:4][cH:5][c:6]([CH3:8])[cH:7]1.[Na+:21].[OH-:20]>>[NH:1]([c:2]1[n:3][cH:4][cH:5][c:6]([CH3:8])[cH:7]1)[C:18]([NH2:17])=[S:19].